Dataset: the Open Reaction Database (ORD), a public repository of structured organic reaction records. Task: describe an organic reaction: reactants, conditions, products, and yield Starting materials: C1(=CC=CC=C1)C(C#N)(CCBr)C1=CC=CC=C1 (2,2-diphenyl-4-bromobutyronitrile), C12CCC(CC1)N2 (7-azabicyclo[2.2.1]heptane). Run in COCCO (ethylene glycol monomethyl ether). Product: C1(=CC=CC=C1)C(C#N)(CCN1C2CCC1CC2)C2=CC=CC=C2 (2,2-diphenyl-4-(7-azabicyclo[2.2.1]hept-7-yl)butyronitrile). Reaction SMILES: [C:1]1([C:7]([C:13]2[CH:18]=[CH:17][CH:16]=[CH:15][CH:14]=2)([CH2:10][CH2:11]Br)[C:8]#[N:9])[CH:6]=[CH:5][CH:4]=[CH:3][CH:2]=1.[CH:19]12[NH:25][CH:22]([CH2:23][CH2:24]1)[CH2:21][CH2:20]2>COCCO>[C:1]1([C:7]([C:13]2[CH:18]=[CH:17][CH:16]=[CH:15][CH:14]=2)([CH2:10][CH2:11][N:25]2[CH:19]3[CH2:24][CH2:23][CH:22]2[CH2:21][CH2:20]3)[C:8]#[N:9])[CH:6]=[CH:5][CH:4]=[CH:3][CH:2]=1. Procedure details: 15 Parts of 2,2-diphenyl-4-bromobutyronitrile are condensed with 12.9 parts of 7-azabicyclo[2.2.1]heptane by reflux in 100 parts by volume of ethylene glycol monomethyl ether. The reaction mixture is cooled and extracted with dilute hydrochloric acid. The aqueous hydrochloric acid extract is made basic with sodium hydroxide solution and extracted with ether. The ether extracts are dried over anhydrous sodium sulfate. Filtration and removal of the ether by evaporation at reduced pressure provides... Reactants: FC(C(=O)OC(C(F)(F)F)=O)(F)F (Trifluoroacetic anhydride), C(C1=CC=CC=C1)N(C(=O)C1=CC2=CC(=C3C(=C(C=NC3=C2N=C1)C(N)=O)Cl)F)C (8-(N-benzyl-N-methylcarbamoyl)-3-carbamoyl-4-chloro-5-fluoro-1,10-phenanthroline), Cl (hydrochloric acid). Solvent: N1=CC=CC=C1 (pyridine). Conditions: time 1 hour. Product: C(C1=CC=CC=C1)N(C(=O)C1=CC2=CC(=C3C(C(C=NC3=C2N=C1)C#N)=O)F)C (8-(N-benzyl-N-methylcarbamoyl)-3-cyano-5-fluoro-4-oxo-3,4-dihydro-1,10-phenanthroline). Yield: 24.0%. As a reaction SMILES: FC(F)(F)C(OC(=O)C(F)(F)F)=[O:4].[CH2:14]([N:21]([CH3:43])[C:22]([C:24]1[CH:37]=[N:36][C:35]2[C:26](=[CH:27][C:28]([F:42])=[C:29]3[C:34]=2[N:33]=[CH:32][C:31]([C:38](=O)[NH2:39])=[C:30]3Cl)[CH:25]=1)=[O:23])[C:15]1[CH:20]=[CH:19][CH:18]=[CH:17][CH:16]=1.Cl>N1C=CC=CC=1>[CH2:14]([N:21]([CH3:43])[C:22]([C:24]1[CH:37]=[N:36][C:35]2[C:26](=[CH:27][C:28]([F:42])=[C:29]3[C:34]=2[N:33]=[CH:32][CH:31]([C:38]#[N:39])[C:30]3=[O:4])[CH:25]=1)=[O:23])[C:15]1[CH:16]=[CH:17][CH:18]=[CH:19][CH:20]=1. Procedure: Trifluoroacetic anhydride (0.5 ml) was added dropwise to a stirred, ice-cooled mixture of 8-(N-benzyl-N-methylcarbamoyl)-3-carbamoyl-4-chloro-5-fluoro-1,10-phenanthroline (0.3 g) in pyridine (3 ml). The mixture was stirred at ambient temperature for 1 hour. The mixture was acidified with 3M hydrochloric acid and stirred at ambient temperature for 18 hours. The mixture was filtered and the solid so obtained recrystallised from a mixture of methanol and ethyl acetate to give 8-(N-benzyl-N-methylca... Reactants: N#Cc1ccc(-c2ccc(C(=O)O)nc2)nc1, O=C([O-])[O-], ClCCCl, CC(C)(C)C(NC(=O)c1cc2ccccc2[nH]1)C(=O)N1CC2CC1CN2, CCN(C(C)C)C(C)C, ClCCl, [Na+], [Na+], CN(C)C=O, On1nnc2ccccc21. Product: CC(C)(C)C(NC(=O)c1cc2ccccc2[nH]1)C(=O)N1CC2CC1CN2C(=O)c1ccc(-c2ccc(C#N)cn2)cn1. As a reaction SMILES: [C:41](#[N:42])[c:43]1[cH:44][cH:45][c:46](-[c:49]2[cH:50][n:51][c:52]([C:55](=[O:56])[OH:57])[cH:53][cH:54]2)[n:47][cH:48]1.[C:70](=[O:71])([O-:72])[O-:73].[CH2:27]([Cl:28])[CH2:29][Cl:30].[CH:1]12[N:2]([C:8](=[O:9])[CH:10]([C:11]([CH3:12])([CH3:13])[CH3:14])[NH:15][C:16](=[O:17])[c:18]3[nH:19][c:20]4[cH:21][cH:22][cH:23][cH:24][c:25]4[cH:26]3)[CH2:3][CH:4]([NH:5][CH2:6]1)[CH2:7]2.[CH:58]([N:59]([CH2:60][CH3:61])[CH:62]([CH3:63])[CH3:64])([CH3:65])[CH3:66].[Cl:67][CH2:68][Cl:69].[Na+:74].[Na+:75].[O:76]=[CH:77][N:78]([CH3:79])[CH3:80].[OH:31][n:32]1[c:33]2[c:34]([cH:35][cH:36][cH:37][cH:38]2)[n:39][n:40]1>>[CH:1]12[N:2]([C:8](=[O:9])[CH:10]([C:11]([CH3:12])([CH3:13])[CH3:14])[NH:15][C:16](=[O:17])[c:18]3[nH:19][c:20]4[cH:21][cH:22][cH:23][cH:24][c:25]4[cH:26]3)[CH2:3][CH:4]([N:5]([C:55]([c:52]3[n:51][cH:50][c:49](-[c:46]4[cH:45][cH:44][c:43]([C:41]#[N:42])[cH:48][n:47]4)[cH:54][cH:53]3)=[O:56])[CH2:6]1)[CH2:7]2.